Dataset: the Open Reaction Database (ORD), a public repository of structured organic reaction records. Task: describe an organic reaction: reactants, conditions, products, and yield Starting materials: C1(=CC=CC=C1)[C@H](CNC(=S)N)C (N-[(2R)-2-phenylpropyl]thiourea), BrC(C(=O)O)C(C)C (2-bromo-3-methylbutyric acid). Yields the product C(C)(C)[C@@H]1C(N=C(S1)NC[C@H](C)C1=CC=CC=C1)=O ((5R)-5-isopropyl-2-{[(2R)-2-phenylpropyl]amino}-1,3-thiazol-4(5H)-one). Reaction SMILES: [C:1]1([C@@H:7]([CH3:13])[CH2:8][NH:9][C:10]([NH2:12])=[S:11])[CH:6]=[CH:5][CH:4]=[CH:3][CH:2]=1.Br[CH:15]([CH:19]([CH3:21])[CH3:20])[C:16](O)=[O:17]>>[CH:19]([C@H:15]1[S:11][C:10]([NH:9][CH2:8][C@@H:7]([C:1]2[CH:6]=[CH:5][CH:4]=[CH:3][CH:2]=2)[CH3:13])=[N:12][C:16]1=[O:17])([CH3:21])[CH3:20]. Procedure details: Synthesis was performed from N-[(2R)-2-phenylpropyl]thiourea and 2-bromo-3-methylbutyric acid according to Method D3. Starting materials: Cc1c(O)cccc1Br, [BH3-]C#N, O=C1C2CCCC2=Nc2ccccc2N1Cc1ccccc1, CCO, [Na+], [Na+], C1CCOC1, O, O=C([O-])O. Product: O=C1C2CCCC2Nc2ccccc2N1Cc1ccccc1. Reaction SMILES: [Br:23][c:24]1[cH:25][cH:26][cH:27][c:28]([OH:29])[c:30]1[CH3:31].[C:32]([BH3-:33])#[N:34].[CH2:1]([c:2]1[cH:3][cH:4][cH:5][cH:6][cH:7]1)[N:8]1[c:9]2[c:10]([cH:19][cH:20][cH:21][cH:22]2)[N:11]=[C:12]2[CH:13]([C:14]1=[O:15])[CH2:16][CH2:17][CH2:18]2.[CH3:41][CH2:42][OH:43].[Na+:35].[Na+:36].[O:44]1[CH2:45][CH2:46][CH2:47][CH2:48]1.[OH2:49].[OH:37][C:38](=[O:39])[O-:40]>>[CH2:1]([c:2]1[cH:3][cH:4][cH:5][cH:6][cH:7]1)[N:8]1[c:9]2[c:10]([cH:19][cH:20][cH:21][cH:22]2)[NH:11][CH:12]2[CH:13]([C:14]1=[O:15])[CH2:16][CH2:17][CH2:18]2. Reactants: C(C#C)Br (Propargyl bromide), C(C1=CC=CC=C1)(C1=CC=CC=C1)(C1=CC=CC=C1)NC=1SC=C(N1)C(C(=O)OCC)=NO (ethyl 2-(2-tritylaminothiazol-4-yl)-2-hydroxyiminoacetate), C([O-])([O-])=O.[K+].[K+] (potassium carbonate). The solvent is CN(C=O)C (N,N-dimethylformamide). Run at time 100 minute. The product is C(C1=CC=CC=C1)(C1=CC=CC=C1)(C1=CC=CC=C1)NC=1SC=C(N1)C(C(=O)OCC)=NOCC#C (ethyl 2-(2-tritylaminothiazol-4-yl)-2-propargyloxyiminoacetate). The yield is 77.0%. As a reaction SMILES: [CH2:1](Br)[C:2]#[CH:3].[C:5]([NH:24][C:25]1[S:26][CH:27]=[C:28]([C:30](=[N:36][OH:37])[C:31]([O:33][CH2:34][CH3:35])=[O:32])[N:29]=1)([C:18]1[CH:23]=[CH:22][CH:21]=[CH:20][CH:19]=1)([C:12]1[CH:17]=[CH:16][CH:15]=[CH:14][CH:13]=1)[C:6]1[CH:11]=[CH:10][CH:9]=[CH:8][CH:7]=1.C(=O)([O-])[O-].[K+].[K+]>CN(C)C=O>[C:5]([NH:24][C:25]1[S:26][CH:27]=[C:28]([C:30](=[N:36][O:37][CH2:3][C:2]#[CH:1])[C:31]([O:33][CH2:34][CH3:35])=[O:32])[N:29]=1)([C:18]1[CH:23]=[CH:22][CH:21]=[CH:20][CH:19]=1)([C:12]1[CH:13]=[CH:14][CH:15]=[CH:16][CH:17]=1)[C:6]1[CH:11]=[CH:10][CH:9]=[CH:8][CH:7]=1 |f:2.3.4|. Procedure: Propargyl bromide (4.16 g.) was added to a suspension of ethyl 2-(2-tritylaminothiazol-4-yl)-2-hydroxyiminoacetate (syn isomer, 10 g.), potassium carbonate (4.84 g.) and N,N-dimethylformamide (22 ml.) under atmosphere of nitrogen gas and stirred at room temperature for 100 minutes. The insoluble substance was filtered off and washed with a little of N,N-dimethylformamide. The filtrate and washing solution were combined together, and water (400 ml.) was added to the solution. After the suspension... Starting materials: COCN1C(CCC1)=O (1-methoxy methyl-2-pyrrolidone), C(C=C)(=O)N (acrylamide), C=1(C(=CC=CC1)S(=O)(=O)O)C (toluene sulfonic acid), C1=CC=CC=2SC3=CC=CC=C3NC12 (phenothiazine), N#N (N2). The product is N1(C(CCC1)=O)CNC(C=C)=O (N-(2-pyrrolidone-1-ylmethyl)acrylamide). Isolated yield 40.0%. As a reaction SMILES: CO[CH2:3][N:4]1[CH2:8][CH2:7][CH2:6][C:5]1=[O:9].[C:10]([NH2:14])(=[O:13])[CH:11]=[CH2:12].C1(C)C(S(O)(=O)=O)=CC=CC=1.C1C2NC3C(=CC=CC=3)SC=2C=CC=1.N#N>>[N:4]1([CH2:3][NH:14][C:10](=[O:13])[CH:11]=[CH2:12])[CH2:8][CH2:7][CH2:6][C:5]1=[O:9]. Procedure details: The mixture of 1-methoxy methyl-2-pyrrolidone (65.6 g), acrylamide (75.5 g), toluene sulfonic acid (0.20 g) and phenothiazine (0.20 g) was stirred under the condition of N2 for 1 hour at 150° C. while removing methanol by distillation. The residue was cooled, then recrystallized in acetone to give the title compound in the yield of 40%. Reactants: C(=C)C1=C(C=CC(=C1)N1N=NN=C1)CC(=O)O ([2-ethenyl-4-(1H-tetrazol-1-yl)phenyl]acetic acid), Cl.N1(CCNCC1)CCC1=CC2=C(C(OC2)=O)C=C1 (5-[2-(piperazin-1-yl)ethyl]-2-benzofuran-1(3H)-one hydrochloride), C(CCl)Cl (EDC), C=1C=CC2=C(C1)N=NN2O (HOBt), TEA. Solvent: C(Cl)Cl (DCM), C(Cl)Cl (DCM). Run at time 8 hour. Yields the product C(=C)C1=C(C=CC(=C1)N1N=NN=C1)CC(=O)N1CCN(CC1)CCC1=CC2=C(C(OC2)=O)C=C1 (5-[2-(4-{[2-ethenyl-4-(1H-tetrazol-1-yl)phenyl]acetyl}piperazin-1-yl)ethyl]-2-benzofuran-1(3H)-one). As a reaction SMILES: [CH:1]([C:3]1[CH:8]=[C:7]([N:9]2[CH:13]=[N:12][N:11]=[N:10]2)[CH:6]=[CH:5][C:4]=1[CH2:14][C:15]([OH:17])=O)=[CH2:2].Cl.[N:19]1([CH2:25][CH2:26][C:27]2[CH:36]=[CH:35][C:30]3[C:31](=[O:34])[O:32][CH2:33][C:29]=3[CH:28]=2)[CH2:24][CH2:23][NH:22][CH2:21][CH2:20]1.C(Cl)CCl.C1C=CC2N(O)N=NC=2C=1>C(Cl)Cl>[CH:1]([C:3]1[CH:8]=[C:7]([N:9]2[CH:13]=[N:12][N:11]=[N:10]2)[CH:6]=[CH:5][C:4]=1[CH2:14][C:15]([N:22]1[CH2:23][CH2:24][N:19]([CH2:25][CH2:26][C:27]2[CH:36]=[CH:35][C:30]3[C:31](=[O:34])[O:32][CH2:33][C:29]=3[CH:28]=2)[CH2:20][CH2:21]1)=[O:17])=[CH2:2] |f:1.2|. Procedure details: A solution of [2-ethenyl-4-(1H-tetrazol-1-yl)phenyl]acetic acid (43 mg, 0.19 mmol) in 10 mL of anhydrous DCM was added 5-[2-(piperazin-1-yl)ethyl]-2-benzofuran-1(3H)-one hydrochloride (53 mg, 0.19 mmol), EDC (56 mg, 0.28 mmol), HOBt (38 mg, 0.28 mmol), TEA (115 mg, 1.14 mmol) and then stirred at ambient temperature overnight. Then DCM was added and then mixture was washed with brine, dried over anhydrous Na2SO4 and concentrated. The residue was purified by prep-TLC to afford 5-[2-(4-{[2-ethenyl-... The reactants are O=C(c1cc(Br)ccc1F)N(CCO)Cc1ccccc1, CN(C)C=O, O. Product: O=C1c2cc(Br)ccc2OCCN1Cc1ccccc1. As a reaction SMILES: [CH2:1]([c:2]1[cH:3][cH:4][cH:5][cH:6][cH:7]1)[N:8]([C:9]([c:10]1[c:11]([F:17])[cH:12][cH:13][c:14]([Br:16])[cH:15]1)=[O:18])[CH2:19][CH2:20][OH:21].[CH3:23][N:24]([CH3:25])[CH:26]=[O:27].[OH2:22]>>[CH2:1]([c:2]1[cH:3][cH:4][cH:5][cH:6][cH:7]1)[N:8]1[C:9](=[O:18])[c:10]2[c:11]([cH:12][cH:13][c:14]([Br:16])[cH:15]2)[O:21][CH2:20][CH2:19]1.